Dataset: the Open Reaction Database (ORD), a public repository of structured organic reaction records. Task: describe an organic reaction: reactants, conditions, products, and yield Starting materials: COC(CC1=CC(=CC=C1)N1C(N(C(C(=C1C)C1=CC=NN1C1=CC=C(C=C1)C#N)=O)C)=O)=O (3-[5-[1-(4-cyanophenyl)-1H-pyrazol-5-yl]-3,6-dimethyl-2,4-dioxo-3,4-dihydropyrimidin-1(2H)-yl]phenylacetic acid methyl ester), O1CCCC1 (tetrahydrofuran), [OH-].[Na+] (sodium hydroxide). The product is C(#N)C1=CC=C(C=C1)N1N=CC=C1C=1C(N(C(N(C1C)C=1C=C(C(=O)O)C=CC1)=O)C)=O (3-(5-(1-(4-cyanophenyl)-1H-pyrazol-5-yl)-3,6-dimethyl-2,4-dioxo-3,4-dihydropyrimidin-1(2H)-yl)benzoic acid). RXN SMILES: COC(=O)C[C:5]1[CH:10]=[CH:9][CH:8]=[C:7]([N:11]2[C:16]([CH3:17])=[C:15]([C:18]3[N:22]([C:23]4[CH:28]=[CH:27][C:26]([C:29]#[N:30])=[CH:25][CH:24]=4)[N:21]=[CH:20][CH:19]=3)[C:14](=[O:31])[N:13]([CH3:32])[C:12]2=[O:33])[CH:6]=1.[OH-:35].[Na+].[O:37]1[CH2:41]CCC1>>[C:29]([C:26]1[CH:27]=[CH:28][C:23]([N:22]2[C:18]([C:15]3[C:14](=[O:31])[N:13]([CH3:32])[C:12](=[O:33])[N:11]([C:7]4[CH:6]=[C:5]([CH:10]=[CH:9][CH:8]=4)[C:41]([OH:37])=[O:35])[C:16]=3[CH3:17])=[CH:19][CH:20]=[N:21]2)=[CH:24][CH:25]=1)#[N:30] |f:1.2|. Procedure: To a solution of 3-[5-[1-(4-cyanophenyl)-1H-pyrazol-5-yl]-3,6-dimethyl-2,4-dioxo-3,4-dihydropyrimidin-1(2H)-yl]phenylacetic acid methyl ester (prepared in Example 32) (239.6 mg) in tetrahydrofuran (2.0 ml) was added under ice-cooling sodium hydroxide (5M aqueous solution, 108 μl) and the resulting mixture was stirred at room temperature for twenty hours. The reaction mixture was washed with dietylether (15 ml), and the aqueous layer was acidified (pH=3) with potassium hydrogen sulfate and then e... Reactants: CC1(C)OC(C)(C)c2nc(N)ncc21, [Cl-], [Cl-], ClCCl, Cl, O=N[O-], [Na+], [Zn+2]. Yields the product CC1(C)OC(C)(C)c2nc(Cl)ncc21. RXN SMILES: [CH3:1][C:2]1([CH3:14])[O:3][C:4]([CH3:12])([CH3:13])[c:5]2[n:6][c:7]([NH2:11])[n:8][cH:9][c:10]21.[Cl-:23].[Cl-:24].[Cl:19][CH2:20][Cl:21].[ClH:22].[N:15]([O-:16])=[O:17].[Na+:18].[Zn+2:25]>>[CH3:1][C:2]1([CH3:14])[O:3][C:4]([CH3:12])([CH3:13])[c:5]2[n:6][c:7]([Cl:19])[n:8][cH:9][c:10]21. Reactants: CCOC(=O)C(=O)OCC, CCCCC(=O)OCC, CC[O-], CCO, [Na+]. Product: CCCC(C(=O)OCC)C(=O)C(=O)OCC. Reaction SMILES: [C:10]([C:11]([O:13][CH2:12][CH3:14])=[O:15])(=[O:16])[O:17][CH2:18][CH3:19].[CH2:1]([CH3:2])[O:3][C:4]([CH2:5][CH2:6][CH2:7][CH3:8])=[O:9].[CH3:20][CH2:21][O-:22].[CH3:24][CH2:25][OH:26].[Na+:23]>>[CH2:1]([CH3:2])[O:3][C:4]([CH:5]([CH2:6][CH2:7][CH3:8])[C:11]([C:10](=[O:16])[O:17][CH2:18][CH3:19])=[O:13])=[O:9]. Product: Cc1ccc(CNC(=O)NC2CCOC2=O)cc1. As a reaction SMILES: [BrH:1].[CH2:29]1[O:30][CH2:31][CH2:32][CH2:33]1.[CH:20]([N:21]([CH2:22][CH3:23])[CH:24]([CH3:25])[CH3:26])([CH3:27])[CH3:28].[N:9](=[C:10]=[O:11])[CH2:12][c:13]1[cH:14][cH:15][c:16]([CH3:19])[cH:17][cH:18]1.[NH2:2][CH:3]1[C:4](=[O:5])[O:6][CH2:7][CH2:8]1>>[NH:2]([CH:3]1[C:4](=[O:5])[O:6][CH2:7][CH2:8]1)[C:10]([NH:9][CH2:12][c:13]1[cH:14][cH:15][c:16]([CH3:19])[cH:17][cH:18]1)=[O:11]. The reactants are Br, C1CCOC1, CCN(C(C)C)C(C)C, Cc1ccc(CN=C=O)cc1, NC1CCOC1=O. The reactants are CO, O=C1CCCN1c1ccc([N+](=O)[O-])cc1, C1CCOC1. Yields the product Nc1ccc(N2CCCC2=O)cc1. RXN SMILES: [CH3:16][OH:17].[N+:1]([O-:2])(=[O:3])[c:4]1[cH:5][cH:6][c:7]([N:10]2[C:11](=[O:15])[CH2:12][CH2:13][CH2:14]2)[cH:8][cH:9]1.[O:18]1[CH2:19][CH2:20][CH2:21][CH2:22]1>>[NH2:1][c:4]1[cH:5][cH:6][c:7]([N:10]2[C:11](=[O:15])[CH2:12][CH2:13][CH2:14]2)[cH:8][cH:9]1. Starting materials: BrC=1C=C(C=CC1)C(CCCCN1CCC(CC1)C=1C=C(C=CC1)NC(C(C)C)=O)=O (N-(3-{1-[5-(3-bromophenyl)-5-oxopentyl]-4-piperidinyl}phenyl)-2-methylpropanamide), Cl.CC1=CC=C(C=C1)NN (4-methylphenylhydrazine hydrochloride). Yields the product BrC=1C=C(C=CC1)C=1NC2=CC=C(C=C2C1CCCN1CCC(CC1)C=1C=C(C=CC1)NC(C(C)C)=O)C (N-[3-(1-{3-[2-(3-BROMOPHENYL)-5-METHYL-1H-INDOL-3-YL]PROPYL}-4-PIPERIDINYL)PHENYL]-2-METHYLPROPANAMIDE). Reaction SMILES: [Br:1][C:2]1[CH:3]=[C:4]([C:8](=O)[CH2:9][CH2:10][CH2:11][CH2:12][N:13]2[CH2:18][CH2:17][CH:16]([C:19]3[CH:20]=[C:21]([NH:25][C:26](=[O:30])[CH:27]([CH3:29])[CH3:28])[CH:22]=[CH:23][CH:24]=3)[CH2:15][CH2:14]2)[CH:5]=[CH:6][CH:7]=1.Cl.[CH3:33][C:34]1[CH:39]=[CH:38][C:37]([NH:40]N)=[CH:36][CH:35]=1>>[Br:1][C:2]1[CH:3]=[C:4]([C:8]2[NH:40][C:37]3[C:38]([C:9]=2[CH2:10][CH2:11][CH2:12][N:13]2[CH2:18][CH2:17][CH:16]([C:19]4[CH:20]=[C:21]([NH:25][C:26](=[O:30])[CH:27]([CH3:29])[CH3:28])[CH:22]=[CH:23][CH:24]=4)[CH2:15][CH2:14]2)=[CH:39][C:34]([CH3:33])=[CH:35][CH:36]=3)[CH:5]=[CH:6][CH:7]=1 |f:1.2|. Reported procedure: Prepared by Procedure E and Scheme M using N-(3-{1-[5-(3-bromophenyl)-5-oxopentyl]-4-piperidinyl}phenyl)-2-methylpropanamide and 4-methylphenylhydrazine hydrochloride: ESMS m/e: 572 (M+H)+. Reactants: C(C)(=O)O[C@@H](C(=O)OCC)CC1=CC(=C(C=C1)OC)N(C)C (ethyl (R)-2-acetoxy-3-(4-methoxy-3-dimethylaminophenyl)propionate), C1(=CC=C(C=C1)S(=O)(=O)O)C (p-toluenesulfonic acid). Run in C(C1=CC=CC=C1)O (benzyl alcohol), C1=CC=CC=C1 (benzene). Product: O[C@@H](C(=O)OCC1=CC=CC=C1)CC1=CC(=C(C=C1)OC)N(C)C (benzyl (R)-2-hydroxy-3-(4-methoxy-3-dimethylaminophenyl)propionate). Yield: 59.3%. As a reaction SMILES: C([O:4][C@H:5]([CH2:11][C:12]1[CH:17]=[CH:16][C:15]([O:18][CH3:19])=[C:14]([N:20]([CH3:22])[CH3:21])[CH:13]=1)[C:6]([O:8][CH2:9][CH3:10])=[O:7])(=O)C.[C:23]1(C)[CH:28]=[CH:27]C(S(O)(=O)=O)=[CH:25][CH:24]=1>C(O)C1C=CC=CC=1.C1C=CC=CC=1>[OH:4][C@H:5]([CH2:11][C:12]1[CH:17]=[CH:16][C:15]([O:18][CH3:19])=[C:14]([N:20]([CH3:21])[CH3:22])[CH:13]=1)[C:6]([O:8][CH2:9][C:10]1[CH:27]=[CH:28][CH:23]=[CH:24][CH:25]=1)=[O:7]. Reported procedure: To a solution of ethyl (R)-2-acetoxy-3-(4-methoxy-3-dimethylaminophenyl)propionate(1.56 g) in benzyl alcohol (3.7 ml)and benzene (7.4 ml) was added p-toluenesulfonic acid (0.82 g)and heated under reflux for 6 hours. After cooling, the solvent wasevaporated in vacuo, and the gained crude product was purified bysilica gel column chromatography. The residue was eluted withmixed solvent of hexane, ethyl acetate, and ethanol (60:35:5, v/v).The fractions containing the desired product were combined an... Starting materials: CCOC(=O)C(CNC(=O)OC(C)(C)C)Cc1ccccc1, Cl, [Na+], C1CCOC1, [OH-]. Product: CC(C)(C)OC(=O)NCC(Cc1ccccc1)C(=O)O. As a reaction SMILES: [CH2:1]([c:2]1[cH:3][cH:4][cH:5][cH:6][cH:7]1)[CH:8]([C:9](=[O:10])[O:11][CH2:12][CH3:13])[CH2:14][NH:15][C:16](=[O:17])[O:18][C:19]([CH3:20])([CH3:21])[CH3:22].[ClH:25].[Na+:24].[O:26]1[CH2:27][CH2:28][CH2:29][CH2:30]1.[OH-:23]>>[CH2:1]([c:2]1[cH:3][cH:4][cH:5][cH:6][cH:7]1)[CH:8]([C:9](=[O:10])[OH:11])[CH2:14][NH:15][C:16](=[O:17])[O:18][C:19]([CH3:20])([CH3:21])[CH3:22]. Procedure details: To a suspension of 1.8 g. (0.0082 m.) of 3-(methylthio)thieno[3,4-d]isothiazole-1,1-dioxide in 10 ml. of ethanol is added 1.76 g. (0.0082 m.) of 2-[[[5-[(dimethylamino)methyl]-2-furanyl]methyl]thio]ethylamine with stirring at room temperature. The reaction mixture is heated to reflux and heating is continued for 1.5 hours. At this time the reaction mixture is filtered to remove insoluble material and then evaporated to dryness. The product is purified using a silica gel column with methanol as t... Run at time 1.5 hour. Yields the product CN(C)CC1=CC=C(O1)CSCCNC1=NS(C=2C1=CSC2)(=O)=O (N-[2-[[[5-[(Dimethylamino)Methyl]-2-Furanyl]Methyl]Thio]Ethyl]Thieno[3,4-d]Isothiazol-3-Amine-1,1-Dioxide). Reaction SMILES: CS[C:3]1[C:7]2=[CH:8][S:9][CH:10]=[C:6]2[S:5](=[O:12])(=[O:11])[N:4]=1.[CH3:13][N:14]([CH2:16][C:17]1[O:21][C:20]([CH2:22][S:23][CH2:24][CH2:25][NH2:26])=[CH:19][CH:18]=1)[CH3:15]>C(O)C>[CH3:15][N:14]([CH2:16][C:17]1[O:21][C:20]([CH2:22][S:23][CH2:24][CH2:25][NH:26][C:3]2[C:7]3=[CH:8][S:9][CH:10]=[C:6]3[S:5](=[O:11])(=[O:12])[N:4]=2)=[CH:19][CH:18]=1)[CH3:13]. Starting materials: CSC1=NS(C=2C1=CSC2)(=O)=O (3-(methylthio)thieno[3,4-d]isothiazole-1,1-dioxide), CN(C)CC1=CC=C(O1)CSCCN (2-[[[5-[(dimethylamino)methyl]-2-furanyl]methyl]thio]ethylamine). The solvent is C(C)O (ethanol). Starting materials: C=1C=CC(=CC1)[C@H]2CN3CCSC3=N2.Cl.C(CCCCC(=O)O)(=O)O (Levamisole HCl adipic acid), Example 1, C([O-])(O)=O.[Na+] (sodium bicarbonate), Example 3. Yields the product C=1C=CC(=CC1)[C@H]2CN3CCSC3=N2.Cl (Levamisole HCl). Reaction SMILES: [CH:1]1[CH:2]=[CH:3][C:4]([C@@H:7]2[N:14]=[C:13]3[N:9]([CH2:10][CH2:11][S:12]3)[CH2:8]2)=[CH:5][CH:6]=1.[ClH:15].C(O)(=O)CCCCC(O)=O.C(=O)(O)[O-].[Na+]>>[CH:1]1[CH:6]=[CH:5][C:4]([C@@H:7]2[N:14]=[C:13]3[N:9]([CH2:10][CH2:11][S:12]3)[CH2:8]2)=[CH:3][CH:2]=1.[ClH:15] |f:0.1.2,3.4,5.6|. Reported procedure: Levamisole HCl-adipic acid granulation (2980.0 g) obtained by the process of Example 4, sodium bicarbonate granulation (1937.0 g) of Example 3, and the solid lubricant (50.0 g) of Example 1 are mixed, passed through an oscillating granulator and formed on a press into oblong (2"×13/16") tablets, weighing approximately 15.0 g each. Randomly selected tablets are stored in well-capped clear glass bottles at room temperature and at 37° C. Samples are assayed initially and 3 months later. The data ob...